From a dataset of the Open Reaction Database (ORD), a public repository of structured organic reaction records. describe an organic reaction: reactants, conditions, products, and yield The reactants are O (water), CC=1C(=NC=CC1)CN(C1CCNCC1)CC1=NC=CC=C1C (Bis-(3-methyl-pyridin-2-ylmethyl)-piperidin-4-yl-amine), CC(=O)[O-].[Na+] (NaOAc), N#CBr (cyanogen bromide). Run in CO (MeOH). Conditions: temperature 0 celsius, time 2 hour. Product: CC=1C(=NC=CC1)CN(C1CCN(CC1)C#N)CC1=NC=CC=C1C (4-[bis-(3-methyl-pyridin-2-ylmethyl)-amino]-piperidine-1-carbonitrile). Isolated yield 95.7%. As a reaction SMILES: [CH3:1][C:2]1[C:3]([CH2:8][N:9]([CH2:16][C:17]2[C:22]([CH3:23])=[CH:21][CH:20]=[CH:19][N:18]=2)[CH:10]2[CH2:15][CH2:14][NH:13][CH2:12][CH2:11]2)=[N:4][CH:5]=[CH:6][CH:7]=1.CC([O-])=O.[Na+].[N:29]#[C:30]Br.O>CO>[CH3:1][C:2]1[C:3]([CH2:8][N:9]([CH2:16][C:17]2[C:22]([CH3:23])=[CH:21][CH:20]=[CH:19][N:18]=2)[CH:10]2[CH2:15][CH2:14][N:13]([C:30]#[N:29])[CH2:12][CH2:11]2)=[N:4][CH:5]=[CH:6][CH:7]=1 |f:1.2|. Procedure: To a solution of COMPOUND 249 (0.5021 g, 1.6 mmol) and anhydrous NaOAc (0.3775 g, 4.6 mmol) in MeOH (16 mL) was added at 0° C. cyanogen bromide (0.2315 g, 2.2 mmol), and stirred at for 2 hours at 0° C., then for another 3 hours at room temperature. Distilled water (20 mL) was added and extracted with CH2Cl2 (3×150 mL). The combined organic extracts were washed with brine (2×75 mL), dried (Na2SO4), filtered, and concentrated to provide 0.5137 g (96%) of 4-[bis-(3-methyl-pyridin-2-ylmethyl)-amino]... Starting materials: CCCOC(=O)Cl, Nc1ccc(N2CCN(C(=O)c3ccccc3C(F)(F)F)CC2)nn1. The product is CCCOC(=O)Nc1ccc(N2CCN(C(=O)c3ccccc3C(F)(F)F)CC2)nn1. RXN SMILES: [Cl:1][C:2](=[O:3])[O:4][CH2:5][CH2:6][CH3:7].[NH2:8][c:9]1[cH:10][cH:11][c:12]([N:15]2[CH2:16][CH2:17][N:18]([C:21](=[O:22])[c:23]3[c:24]([C:29]([F:30])([F:31])[F:32])[cH:25][cH:26][cH:27][cH:28]3)[CH2:19][CH2:20]2)[n:13][n:14]1>>[C:2](=[O:3])([O:4][CH2:5][CH2:6][CH3:7])[NH:8][c:9]1[cH:10][cH:11][c:12]([N:15]2[CH2:16][CH2:17][N:18]([C:21](=[O:22])[c:23]3[c:24]([C:29]([F:30])([F:31])[F:32])[cH:25][cH:26][cH:27][cH:28]3)[CH2:19][CH2:20]2)[n:13][n:14]1. The reactants are CC1(C2=CC=CC=C2C2=CC=3C(C=4C=CC=CC4C(C3C=C21)(O)C2=CC1=CC=CC=C1C=C2)(O)C2=CC1=CC=CC=C1C=C2)C (13,13-dimethyl-6,11-di(naphthalen-2-yl)-11,13-dihydro-6H-indeno[1,2-b]anthracene-6,11-diol), [I-].[K+] (potassium iodide), [PH2](=O)[O-].[Na+] (sodium hypophosphite). Conditions: time 5 hour. Solvent: C(C)(=O)O (acetic acid). Reaction SMILES: [CH3:1][C:2]1([CH3:45])[C:22]2[C:9](=[CH:10][C:11]3[C:12]([C:35]4[CH:44]=[CH:43][C:42]5[C:37](=[CH:38][CH:39]=[CH:40][CH:41]=5)[CH:36]=4)(O)[C:13]4[CH:14]=[CH:15][CH:16]=[CH:17][C:18]=4[C:19]([C:24]4[CH:33]=[CH:32][C:31]5[C:26](=[CH:27][CH:28]=[CH:29][CH:30]=5)[CH:25]=4)(O)[C:20]=3[CH:21]=2)[C:8]2[C:3]1=[CH:4][CH:5]=[CH:6][CH:7]=2.[I-].[K+].[PH2]([O-])=O.[Na+]>C(O)(=O)C>[CH3:1][C:2]1([CH3:45])[C:22]2[C:9](=[CH:10][C:11]3[C:12]([C:35]4[CH:44]=[CH:43][C:42]5[C:37](=[CH:38][CH:39]=[CH:40][CH:41]=5)[CH:36]=4)=[C:13]4[C:18](=[C:19]([C:24]5[CH:33]=[CH:32][C:31]6[C:26](=[CH:27][CH:28]=[CH:29][CH:30]=6)[CH:25]=5)[C:20]=3[CH:21]=2)[CH:17]=[CH:16][CH:15]=[CH:14]4)[C:8]2[C:3]1=[CH:4][CH:5]=[CH:6][CH:7]=2 |f:1.2,3.4|. Yield: 86.8%. The product is CC1(C2=CC=CC=C2C2=CC=3C(=C4C=CC=CC4=C(C3C=C21)C2=CC1=CC=CC=C1C=C2)C2=CC1=CC=CC=C1C=C2)C (13,13-dimethyl-6,11-di(naphthalen-2-yl)-13H-indeno[1,2-b]anthracene). Reported procedure: 13,13-dimethyl-6,11-di(naphthalen-2-yl)-11,13-dihydro-6H-indeno[1,2-b]anthracene-6,11-diol (5 g, 1 eq, 0.0075 mol), potassium iodide (12.45 g, 10 eq, 0.075 mol), and sodium hypophosphite (6 g, 5 eq, 0.037 mol) were placed in a flask, acetic acid (200 ml) was added thereto, and the reaction mixture was stirred for five hours while heating. After the reaction was terminated, the reaction solution was added to an excess of distilled water. The resultant solid was washed, filtered and purified by co...